This data is from the Open Reaction Database (ORD), a public repository of structured organic reaction records. The task is: describe an organic reaction: reactants, conditions, products, and yield The reactants are FC(C(C(C(F)(F)F)(F)F)(F)F)(S(=O)(=O)O)F (perfluorobutanesulfonic acid), [OH-].C[N+](C)(C)C (tetramethylammonium hydroxide), [OH-].C[N+](C)(C)C (Tetramethylammonium hydroxide). Product: C[N+](C)(C)C.FC(C(C(C(F)(F)F)(F)F)(F)F)(S(=O)(=O)[O-])F (Perfluorobutanesulfonic acid tetramethylammonium salt). RXN SMILES: [F:1][C:2]([F:17])([S:13]([OH:16])(=[O:15])=[O:14])[C:3]([F:12])([F:11])[C:4]([F:10])([F:9])[C:5]([F:8])([F:7])[F:6].[OH-].[CH3:19][N+:20]([CH3:23])([CH3:22])[CH3:21]>>[CH3:19][N+:20]([CH3:23])([CH3:22])[CH3:21].[F:17][C:2]([F:1])([S:13]([O-:16])(=[O:15])=[O:14])[C:3]([F:11])([F:12])[C:4]([F:10])([F:9])[C:5]([F:8])([F:7])[F:6] |f:1.2,3.4|. Procedure: Perfluorobutanesulfonic acid tetramethylammonium salt is prepared by neutralising perfluorobutanesulfonic acid and tetramethylammonium hydroxide in aqueous solution. Tetramethylammonium hydroxide is obtainable from Aldrich. The reactants are Br, CC(=O)O, COc1cc(N)cc(C(F)(F)F)c1, [Na+], O=C([O-])O, O. RXN SMILES: [BrH:14].[CH3:15][C:16](=[O:17])[OH:18].[CH3:1][O:2][c:3]1[cH:4][c:5]([NH2:13])[cH:6][c:7]([C:9]([F:10])([F:11])[F:12])[cH:8]1.[Na+:23].[O-:19][C:20]([OH:21])=[O:22].[OH2:24]>>[OH:2][c:3]1[cH:4][c:5]([NH2:13])[cH:6][c:7]([C:9]([F:10])([F:11])[F:12])[cH:8]1. Yields the product Nc1cc(O)cc(C(F)(F)F)c1. Reactants: C1CO1, C1CCOC1, [Li]CCCC, CC1c2ccccc2-c2ccccc21. Product: CC1(CCO)c2ccccc2-c2ccccc21. RXN SMILES: [CH2:20]1[CH2:21][O:22]1.[CH2:23]1[O:24][CH2:25][CH2:26][CH2:27]1.[CH3:15][CH2:16][CH2:17][CH2:18][Li:19].[CH3:1][CH:2]1[c:3]2[cH:4][cH:5][cH:6][cH:7][c:8]2-[c:9]2[cH:10][cH:11][cH:12][cH:13][c:14]21>>[CH3:1][C:2]1([CH2:20][CH2:21][OH:22])[c:3]2[cH:4][cH:5][cH:6][cH:7][c:8]2-[c:9]2[cH:10][cH:11][cH:12][cH:13][c:14]21. Starting materials: C(C)N1CCC(C2=CC(=CC(=C12)/C(=C(\CO)/F)/C)C(C)C)(C)C ((E)-3-(1-ethyl-6-isopropyl-4,4-dimethyl-1,2,3,4-tetrahydro-quinolin-8-yl)-2-fluoro-but-2-en-1-ol), C(C)N1CCC(C2=CC(=CC(=C12)/C(=C(\CO)/F)/C)C(C)C)(C)C ((E)-3-(1-ethyl-6-isopropyl-4,4-dimethyl-1,2,3,4-tetrahydro-quinolin-8-yl)-2-fluoro-but-2-en-1-ol), C[N+]1(CCOCC1)[O-] (4-methylmorpholine N-oxide), powder. Reagents/catalysts: [Ru](=O)(=O)(=O)[O-].C(CC)[N+](CCC)(CCC)CCC (tetrapropylammonium perruthenate). Run in C(Cl)Cl (CH2Cl2). Run at temperature 0 celsius, time 5 minute. Product: F\C(\CO)=C(/C)\C=1C=C(C=C2C(CCN(C12)CCC)(C)C)C(C)C ((E)-2-Fluoro-3-(6-isopropyl-4,4-dimethyl-1-n-propyl-1,2,3,4-tetrahydro-quinolin-8-yl)-but-2-en-1-ol). Reaction SMILES: [CH2:1]([N:3]1[C:12]2[C:7](=[CH:8][C:9]([CH:19]([CH3:21])[CH3:20])=[CH:10][C:11]=2/[C:13](/[CH3:18])=[C:14](/[F:17])\[CH2:15][OH:16])[C:6]([CH3:23])([CH3:22])[CH2:5][CH2:4]1)[CH3:2].[CH3:24][N+]1([O-])CCOCC1>C(Cl)Cl.[Ru]([O-])(=O)(=O)=O.C([N+](CCC)(CCC)CCC)CC>[F:17]/[C:14](=[C:13](/[C:11]1[CH:10]=[C:9]([CH:19]([CH3:20])[CH3:21])[CH:8]=[C:7]2[C:12]=1[N:3]([CH2:1][CH2:2][CH3:24])[CH2:4][CH2:5][C:6]2([CH3:22])[CH3:23])\[CH3:18])/[CH2:15][OH:16] |f:3.4|. Reported procedure: To a solution of (E)-3-(1-ethyl-6-isopropyl-4,4-dimethyl-1,2,3,4-tetrahydro-quinolin-8-yl)-2-fluoro-but-2-en-1-ol (Intermediate 18, 133 mg, 0.35 mmol) in 2 ml of CH2Cl2 at 0° C. was added 4-methylmorpholine N-oxide (83 mg, 0.71 mmol), tetrapropylammonium perruthenate (18.6 mg, 0.05 mmol), and 4 Å molecular sieve powder (10 mg). The mixture was stirred at 0° C. for 5 min, and the bath was removed. The temperature of reaction mixture was monitored carefully, and as soon as the temperature rose to ... Starting materials: FC1=CC(=C(N)C=C1)OC(C)C (4-fluoro-2-iso-propoxyaniline), ClC=1C2=C(N=CN1)SC(=C2C)C(=O)OC (methyl 4-chloro-5-methylthieno[2,3-d]pyrimidine-6-carboxylate). Product: FC1=CC(=C(C=C1)NC=1C2=C(N=CN1)SC(=C2C)C(=O)OC)OC(C)C (Methyl 4-(4-fluoro-2-iso-propoxyphenylamino)-5-methylthieno[2,3-d]pyrimidine-6-carboxylate). RXN SMILES: [F:1][C:2]1[CH:8]=[CH:7][C:5]([NH2:6])=[C:4]([O:9][CH:10]([CH3:12])[CH3:11])[CH:3]=1.Cl[C:14]1[C:15]2[C:22]([CH3:23])=[C:21]([C:24]([O:26][CH3:27])=[O:25])[S:20][C:16]=2[N:17]=[CH:18][N:19]=1>>[F:1][C:2]1[CH:8]=[CH:7][C:5]([NH:6][C:14]2[C:15]3[C:22]([CH3:23])=[C:21]([C:24]([O:26][CH3:27])=[O:25])[S:20][C:16]=3[N:17]=[CH:18][N:19]=2)=[C:4]([O:9][CH:10]([CH3:12])[CH3:11])[CH:3]=1. Reported procedure: Prepared from 4-fluoro-2-iso-propoxyaniline and methyl 4-chloro-5-methylthieno[2,3-d]pyrimidine-6-carboxylate in an analogous fashion to that given in general route 1. Yield (0.25 g, 53%) The reactants are FC1=CC=C(C=C1)CCC(=O)C1=CC=C(C=C1)F (4,4'-difluoro-β-phenylpropiophenone), Cl.CNC (dimethylamine hydrochloride), C=O (paraformaldehyde). The product is FC1=CC=C(C=C1)C(C(=C)CC1=CC=C(C=C1)F)=O (1-(4-fluorophenyl)-2-(4-fluorobenzyl)-prop-2-en-1-one). As a reaction SMILES: [F:1][C:2]1[CH:7]=[CH:6][C:5]([CH2:8][CH2:9][C:10]([C:12]2[CH:17]=[CH:16][C:15]([F:18])=[CH:14][CH:13]=2)=[O:11])=[CH:4][CH:3]=1.Cl.[CH3:20]NC.C=O>>[F:18][C:15]1[CH:14]=[CH:13][C:12]([C:10](=[O:11])[C:9]([CH2:8][C:5]2[CH:6]=[CH:7][C:2]([F:1])=[CH:3][CH:4]=2)=[CH2:20])=[CH:17][CH:16]=1 |f:1.2|. Procedure: 59.4 g of 4,4'-difluoro-β-phenylpropiophenone, prepared in accordance with step (a), together with 39.2 g of dimethylamine hydrochloride and 14.4 g of paraformaldehyde are heated overnight under reflux. The reaction mixture is then concentrated by evaporation and the residue is taken up in 300 ml of water and is extracted with three 200 ml portions of ether. The combined ether extracts are washed twice with water and then twice with a saturated solution of NaCl, dried over Na2SO4 and filtered. T... Starting materials: C([O-])(O)=O.[Na+] (sodium bicarbonate), C([O-])(O)=O.[Na+] (sodium bicarbonate), FC1=CC=C(S1)C(C)=O (1-(5-fluorothiophen-2-yl)ethanone), C(C)(C)N(CC)C(C)C (diisopropylethylamine), BrN1C(CCC1=O)=O (N-bromosuccinimide), FC(S(=O)(=O)O[Si](C)(C)C)(F)F (trimethylsilyl trifluoromethanesulfonate). Run in ClCCl (dichloromethane), O (water), ClCCl (dichloromethane), hexanes, ClCCl (dichloromethane). Reaction conditions: temperature 0 celsius, time 90 minute. Product: BrCC(=O)C=1SC(=CC1)F (2-Bromo-1-(5-fluorothiophen-2-yl)ethanone). Isolated yield 88.8%. RXN SMILES: [F:1][C:2]1[S:6][C:5]([C:7](=[O:9])[CH3:8])=[CH:4][CH:3]=1.C(N(C(C)C)CC)(C)C.FC(F)(F)S(O[Si](C)(C)C)(=O)=O.[Br:31]N1C(=O)CCC1=O.C(=O)(O)[O-].[Na+]>ClCCl.O>[Br:31][CH2:8][C:7]([C:5]1[S:6][C:2]([F:1])=[CH:3][CH:4]=1)=[O:9] |f:4.5|. Procedure: To a stirred clear amber solution of 1-(5-fluorothiophen-2-yl)ethanone (9.70 g, 67.3 mmol) in dichloromethane (224 mL) at 0° C. under nitrogen is added diisopropylethylamine (14.7 mL, 84.1 mmol) followed by the drop wise addition of trimethylsilyl trifluoromethanesulfonate (13.8 mL, 74.0 mmol) over 10 minutes while maintaining the internal temperature below 5° C. The resulting solution is stirred at 0° C. for 90 minutes. N-bromosuccinimide (13.17 g, 74.0 mmol) is added in one portion and the res... The reactants are C(C)(C)(C)OC(=O)N1CCC(CC1)(COC1=NC2=C(N1)C=C(C(=C2)Cl)Cl)C2=CC=C(C=C2)C2=CC(=CC=C2)C#N (4-(3′-cyano-biphenyl-4-yl)-4-(5,6-dichloro-1H-benzoimidazol-2-yloxymethyl)-piperidine-1-carboxylic acid tert-butyl ester), FC(C(=O)O)(F)F (trifluoroacetic acid). The solvent is C1(=CC=CC=C1)C (toluene), ClCCl (dichloromethane). Reaction conditions: temperature 0 celsius, time 2 hour. Product: ClC1=CC2=C(NC(=N2)OCC2(CCNCC2)C2=CC=C(C=C2)C2=CC(=CC=C2)C#N)C=C1Cl (4′-[4-(5,6-Dichloro-1H-benzoimidazol-2-yloxymethyl)-piperidin-4-yl]-biphenyl-3-carbonitrile). The yield is 91.0%. Reaction SMILES: C(OC([N:8]1[CH2:13][CH2:12][C:11]([C:27]2[CH:32]=[CH:31][C:30]([C:33]3[CH:38]=[CH:37][CH:36]=[C:35]([C:39]#[N:40])[CH:34]=3)=[CH:29][CH:28]=2)([CH2:14][O:15][C:16]2[NH:20][C:19]3[CH:21]=[C:22]([Cl:26])[C:23]([Cl:25])=[CH:24][C:18]=3[N:17]=2)[CH2:10][CH2:9]1)=O)(C)(C)C.FC(F)(F)C(O)=O>ClCCl.C1(C)C=CC=CC=1>[Cl:26][C:22]1[C:23]([Cl:25])=[CH:24][C:18]2[NH:17][C:16]([O:15][CH2:14][C:11]3([C:27]4[CH:28]=[CH:29][C:30]([C:33]5[CH:38]=[CH:37][CH:36]=[C:35]([C:39]#[N:40])[CH:34]=5)=[CH:31][CH:32]=4)[CH2:12][CH2:13][NH:8][CH2:9][CH2:10]3)=[N:20][C:19]=2[CH:21]=1. Procedure details: To a solution of 0.015 g of 4-(3′-cyano-biphenyl-4-yl)-4-(5,6-dichloro-1H-benzoimidazol-2-yloxymethyl)-piperidine-1-carboxylic acid tert-butyl ester 53 (0.026 mmol) in 3 mL of dichloromethane at 0° C. was added 1 mL of trifluoroacetic acid. The mixture was stirred at 0° C. for 2 h then diluted with 10 mL of toluene and concentrated by rotary evaporation. The resulting residue was dissolved in 25 m) of ethyl acetate and washed with 10% aqueous NaHCO3 and saturated brine. The organic extracts were...